Dataset: the Open Reaction Database (ORD), a public repository of structured organic reaction records. Task: describe an organic reaction: reactants, conditions, products, and yield Reactants: CON=C(C(C)=O)C(C)=O (pentane-2,3,4-trione 3-(O-methyloxime)), C(OC)(OC)OC (trimethyl orthoformate), C1(=CC=C(C=C1)S(=O)(=O)O)C (p-toluenesulfonic acid). Run in CO (methanol). Run at temperature 50 celsius, time 5 hour. Product: CO\N=C(/C(C)=O)\C(C)(OC)OC (4,4-dimethoxypentane-2,3-dione 3(E)-(O-methyloxime)). The yield is 98.0%. Reaction SMILES: [CH3:1][O:2][N:3]=[C:4]([C:8](=[O:10])[CH3:9])[C:5](=[O:7])[CH3:6].[CH:11](OC)(OC)[O:12]C.[C:18]1(C)C=CC(S(O)(=O)=O)=CC=1>CO>[CH3:1][O:2]/[N:3]=[C:4](/[C:8]([O:12][CH3:11])([O:10][CH3:18])[CH3:9])\[C:5](=[O:7])[CH3:6]. Procedure details: 4.3 g (0.03 mol) of pentane-2,3,4-trione 3-(O-methyloxime) and 6.2 g (0.06 mol) of trimethyl orthoformate were dissolved in 15 ml of methanol and admixed with a spatula tip of p-toluenesulfonic acid. The mixture was subsequently stirred at 50° C. for 5 h, after which the solvent was distilled off. This gave 5.5 g of an oil (98% yield) (phys. data see Tab. 1).